From a dataset of the Open Reaction Database (ORD), a public repository of structured organic reaction records. describe an organic reaction: reactants, conditions, products, and yield Starting materials: ClC=1C=C(C=C(C1)Cl)SC1=C(C(=NN1CC1=CC=C(C=C1)OC)C)C(=O)C1=CC=CC=C1 ([5-(3,5-dichlorophenylthio)-1-(4-methoxybenzyl)-3-methyl-1H-pyrazol-4-yl]-phenyl-methanone), FC(C(=O)O)(F)F (trifluoroacetic acid). Product: ClC=1C=C(C=C(C1)Cl)SC1=C(C(=NN1)C)C(=O)C1=CC=CC=C1 ([5-(3,5-dichlorophenylthio)-3-methyl-1H-pyrazol-4-yl]-phenyl-methanone). The yield is 71.3%. RXN SMILES: [Cl:1][C:2]1[CH:3]=[C:4]([S:9][C:10]2[N:14](CC3C=CC(OC)=CC=3)[N:13]=[C:12]([CH3:24])[C:11]=2[C:25]([C:27]2[CH:32]=[CH:31][CH:30]=[CH:29][CH:28]=2)=[O:26])[CH:5]=[C:6]([Cl:8])[CH:7]=1.FC(F)(F)C(O)=O>>[Cl:8][C:6]1[CH:5]=[C:4]([S:9][C:10]2[NH:14][N:13]=[C:12]([CH3:24])[C:11]=2[C:25]([C:27]2[CH:32]=[CH:31][CH:30]=[CH:29][CH:28]=2)=[O:26])[CH:3]=[C:2]([Cl:1])[CH:7]=1. Procedure details: 140 mg of [5-(3,5-dichlorophenylthio)-1-(4-methoxybenzyl)-3-methyl-1H-pyrazol-4-yl]-phenyl-methanone was treated with 4 ml of trifluoroacetic acid. The solution was then heated at reflux for 2 h. The solvent was evaporated under reduced pressure. The residue was then partitioned between dichloromethane/saturated sodium hydrogen carbonate, washed with brine then dried over anhydrous magnesium sulphate, filtered and evaporated to give 75 mg of [5-(3,5-dichlorophenylthio)-3-methyl-1H-pyrazol-4-yl]-... RXN SMILES: [CH3:1][O:2][C:3]1[CH:8]=[C:7]([CH:9]=O)[CH:6]=[CH:5][C:4]=1[OH:11].[C:12]([O:15]C(=O)C)(=[O:14])[CH3:13]>>[C:12]([OH:15])(=[O:14])/[CH:13]=[CH:9]/[C:7]1[CH:6]=[CH:5][C:4]([OH:11])=[C:3]([O:2][CH3:1])[CH:8]=1. Reactants: COC1=C(C=CC(=C1)C=O)O (Vaniline), C(C)(=O)OC(C)=O (acetic anhydride). Reported procedure: Vaniline is reacted according to Perkin's reaction with acetic anhydride to form ferulic acid which is then decarbonized by heating to prepare 3-methoxy-4-hydroxystyrene. This compound is then acetylated with acetic anhydride, polymerized and then hydrolyzed to obtain 3-methoxy-4-hydroxystyrene polymer. ##STR4## wherein n stands for a positive number corresponding to the number of monomeric units in the polymer. The product is C(\C=C\C1=CC(OC)=C(O)C=C1)(=O)O (ferulic acid). Starting materials: C=O, CC(C)NCCCc1ccc2sc3ccccc3c2c1, O=CO. The product is CC(C)N(C)CCCc1ccc2sc3ccccc3c2c1. RXN SMILES: [CH2:21]=[O:22].[CH:1]([CH3:2])([CH3:3])[NH:4][CH2:5][CH2:6][CH2:7][c:8]1[cH:9][c:10]2[c:11]([s:12][c:13]3[c:14]2[cH:15][cH:16][cH:17][cH:18]3)[cH:19][cH:20]1.[CH:23]([OH:24])=[O:25]>>[CH:1]([CH3:2])([CH3:3])[N:4]([CH2:5][CH2:6][CH2:7][c:8]1[cH:9][c:10]2[c:11]([s:12][c:13]3[c:14]2[cH:15][cH:16][cH:17][cH:18]3)[cH:19][cH:20]1)[CH3:21]. Starting materials: CCC(=O)Cl, CCC1NCCc2ccccc21, NCCc1ccccc1, Cc1ccccc1, O=C(Cl)C(Cl)Cl, c1ccc2cnccc2c1. Yields the product CCC1c2ccccc2CCN1C(=O)C(Cl)Cl. Reaction SMILES: [C:10]([Cl:11])(=[O:12])[CH2:13][CH3:14].[CH2:15]([CH3:16])[CH:17]1[NH:18][CH2:19][CH2:20][c:21]2[cH:22][cH:23][cH:24][cH:25][c:26]21.[CH2:1]([NH2:2])[CH2:3][c:4]1[cH:5][cH:6][cH:7][cH:8][cH:9]1.[CH3:43][c:44]1[cH:45][cH:46][cH:47][cH:48][cH:49]1.[Cl:37][CH:38]([Cl:39])[C:40]([Cl:41])=[O:42].[cH:27]1[cH:28][c:29]2[c:30]([cH:31][n:32][cH:33][cH:34]2)[cH:35][cH:36]1>>[CH2:15]([CH3:16])[CH:17]1[N:18]([C:40]([CH:38]([Cl:37])[Cl:39])=[O:42])[CH2:19][CH2:20][c:21]2[cH:22][cH:23][cH:24][cH:25][c:26]21. Starting materials: ClC=1C=C(C(=CC1OC1=C(C=C(C=C1)Cl)Cl)N)N (4-chloro-5-(2,4-dichlorophenoxy)benzene-1,2-diamine), FC(C(C(C(=O)O)(F)F)(F)F)(F)F (heptafluorobutanoic acid). Product: ClC1=CC2=C(NC(=N2)C(C(C(F)(F)F)(F)F)(F)F)C=C1OC1=C(C=C(C=C1)Cl)Cl (5-chloro-6-(2,4-dichlorophenoxy)-2-(heptafluoropropyl)-1H-1,3-benzodiazole). Yield: 47.0%. As a reaction SMILES: [Cl:1][C:2]1[CH:3]=[C:4]([NH2:18])[C:5]([NH2:17])=[CH:6][C:7]=1[O:8][C:9]1[CH:14]=[CH:13][C:12]([Cl:15])=[CH:11][C:10]=1[Cl:16].[F:19][C:20]([F:31])([F:30])[C:21]([F:29])([F:28])[C:22]([F:27])([F:26])[C:23](O)=O>>[Cl:1][C:2]1[C:7]([O:8][C:9]2[CH:14]=[CH:13][C:12]([Cl:15])=[CH:11][C:10]=2[Cl:16])=[CH:6][C:5]2[NH:17][C:23]([C:22]([F:26])([F:27])[C:21]([F:28])([F:29])[C:20]([F:31])([F:30])[F:19])=[N:18][C:4]=2[CH:3]=1. Procedure details: To a solution of 4,5-dichloro-2-nitroaniline (20 g, 96.61 mmol) in DMSO (200 ml) was added 2,4-dichlorophenol (15.8 g, 96.93 mmol) and potassium carbonate (26.7 g, 193.18 mmol). The resulting solution was stirred overnight at 90° C. and then quenched by the addition of water (1000 ml). The resulting solution was extracted with ethyl acetate (3×500 ml) and the organic layers combined and dried over anhydrous magnesium sulfate. The solids were filtered out. The resulting mixture was concentrated u... Reactants: C(C)(=O)O (acetic acid), CO (methanol), C1(=CC=CC=C1)C (toluene), CC(C)(OC(=O)N[C@@H](CC1=CC=CC=C1)C(=O)O)C (N-[(1,1-dimethylethoxy)carbonyl]-L-phenylalanine). Reagents/catalysts: [Pt]=O (Platinum oxide). Run in C(C)O (ethanol). Conditions: time 20 hour. Product: CC(C)(OC(=O)N[C@H](C(=O)O)CC1CCCCC1)C ((S)-α-[[(1,1-Dimethylethoxy)carbonyl]amino]cyclohexanepropanoic acid). As a reaction SMILES: [CH3:1][C:2]([CH3:19])([O:4][C:5]([NH:7][C@H:8]([C:16]([OH:18])=[O:17])[CH2:9][C:10]1[CH:15]=[CH:14][CH:13]=[CH:12][CH:11]=1)=[O:6])[CH3:3].CO.C1(C)C=CC=CC=1.C(O)(=O)C>[Pt]=O.C(O)C>[CH3:3][C:2]([CH3:19])([O:4][C:5]([NH:7][C@@H:8]([CH2:9][CH:10]1[CH2:11][CH2:12][CH2:13][CH2:14][CH2:15]1)[C:16]([OH:18])=[O:17])=[O:6])[CH3:1]. Procedure details: Platinum oxide catalyst (5 g) is added to a solution of N-[(1,1-dimethylethoxy)carbonyl]-L-phenylalanine (120 g, 0.452 mole) in absolute ethanol (1 l). The mixture is placed on a Parr reduction apparatus at 50 lb. pressure. The absorption of hydrogen is rapid and the hydrogen reservoir needs continued refilling. The reduction proceeds overnight and after 20 hours is completed. The mixture is filtered through Celite and concentrated in vacuo to give 124.4 g of the title F compound as a glassy sol... Reactants: COC(=O)C(=O)c1ccc(OCCOc2ccc3ccccc3c2)cc1Cl, CCCCCC, CC(C)=O, CO, [Na+], C1CCOC1, [OH-], O. Product: O=C(O)C(=O)c1ccc(OCCOc2ccc3ccccc3c2)cc1Cl. RXN SMILES: [CH3:1][O:2][C:3]([C:4]([c:5]1[c:6]([Cl:25])[cH:7][c:8]([O:11][CH2:12][CH2:13][O:14][c:15]2[cH:16][c:17]3[cH:18][cH:19][cH:20][cH:21][c:22]3[cH:23][cH:24]2)[cH:9][cH:10]1)=[O:26])=[O:27].[CH3:30][CH2:31][CH2:32][CH2:33][CH2:34][CH3:35].[CH3:36][C:37]([CH3:38])=[O:39].[CH3:40][OH:41].[Na+:29].[O:42]1[CH2:43][CH2:44][CH2:45][CH2:46]1.[OH-:28].[OH2:47]>>[O:2]=[C:3]([C:4]([c:5]1[c:6]([Cl:25])[cH:7][c:8]([O:11][CH2:12][CH2:13][O:14][c:15]2[cH:16][c:17]3[cH:18][cH:19][cH:20][cH:21][c:22]3[cH:23][cH:24]2)[cH:9][cH:10]1)=[O:26])[OH:27]. The reactants are C(#N)C1(CC1)NC([C@@H](N[C@H](C(F)(F)F)C1=CC=C(C=C1)C1=CC=C(C=C1)S(=O)(=O)C)CCC)=O (N1-(1-cyanocyclopropyl)-N2{(1S)-2,2,2-trifluoro-1-[4′-(methylsulfonyl)-1,1′-biphenyl-4-yl]ethyl}-L-norvalinamide), NCC#N (aminoacetonitrile), BrC1=CC=C(C=C1)[C@@H](C(F)(F)F)N[C@H](C(=O)O)CCC ((2S)-2-[(S)-1-(4-bromophenyl)-2,2,2-trifluoroethylamino]-pentanoic acid). The product is BrC1=CC=C(C=C1)C(C(F)(F)F)N[C@@H](CCC)C(=O)NCC#N (N2-[1-(4-Bromophenyl)-2,2,2-trifluoroethyl]-N1-(cyanomethyl)-L-norvalinamide). Reaction SMILES: [C:1]([C:3]1([NH:6][C:7](=[O:34])[C@H:8]([CH2:31][CH2:32][CH3:33])[NH:9][C@@H:10]([C:15]2[CH:20]=[CH:19][C:18](C3C=CC(S(C)(=O)=O)=CC=3)=[CH:17][CH:16]=2)[C:11]([F:14])([F:13])[F:12])CC1)#[N:2].NCC#N.[Br:39]C1C=CC([C@H](N[C@@H](CCC)C(O)=O)C(F)(F)F)=CC=1>>[Br:39][C:18]1[CH:19]=[CH:20][C:15]([CH:10]([NH:9][C@H:8]([C:7]([NH:6][CH2:3][C:1]#[N:2])=[O:34])[CH2:31][CH2:32][CH3:33])[C:11]([F:14])([F:13])[F:12])=[CH:16][CH:17]=1. Procedure details: N2-[1-(4-Bromophenyl)-2,2,2-trifluoroethyl]-N1-(cyanomethyl)-L-norvalinamide was prepared in similar manner to N1-(1-cyanocyclopropyl)-N2{(1S)-2,2,2-trifluoro-1-[4′-(methylsulfonyl)-1,1′-biphenyl-4-yl]ethyl}-L-norvalinamide using aminoacetonitrile in the coupling step with (2S)-2-[(S)-1-(4-bromophenyl)-2,2,2-trifluoroethylamino]-pentanoic acid. Starting materials: ClC=1C=C(C=CC1C#N)N1C=NC2=C1C(OC(C2)(C(=O)O)C)=O (3-(3-chloro-4-cyano-phenyl)-6-methyl-4-oxo-3,4,6,7-tetrahydro-pyrano[3,4-d]imidazole-6-carboxylic acid), CN(C)C(=[N+](C)C)ON1C2=C(C=CC=C2)N=N1.[B-](F)(F)(F)F (TBTU), Cl.CNC (dimethylamine hydrochloride), CCN(C(C)C)C(C)C (iPr2NEt). Run in CCOC(=O)C (EtOAc), CN(C)C=O (DMF). Reaction conditions: time 48 hour. Product: CN(C(=O)C1(CC2=C(N(C=N2)C2=CC(=C(C=C2)C#N)Cl)C(O1)=O)C)C (3-(3-chloro-4-cyano-phenyl)-6-methyl-4-oxo-3,4,6,7-tetrahydro-pyrano[3,4-d]imidazole-6-carboxylic acid dimethylamide). Yield: 40.0%. Reaction SMILES: [Cl:1][C:2]1[CH:3]=[C:4]([N:10]2[C:14]3[C:15](=[O:23])[O:16][C:17]([CH3:22])([C:19](O)=[O:20])[CH2:18][C:13]=3[N:12]=[CH:11]2)[CH:5]=[CH:6][C:7]=1[C:8]#[N:9].[CH3:24][N:25](C(ON1N=NC2C=CC=CC1=2)=[N+](C)C)[CH3:26].[B-](F)(F)(F)F.Cl.CNC.CCN(C(C)C)C(C)C>CN(C=O)C.CCOC(C)=O>[CH3:24][N:25]([CH3:26])[C:19]([C:17]1([CH3:22])[O:16][C:15](=[O:23])[C:14]2[N:10]([C:4]3[CH:5]=[CH:6][C:7]([C:8]#[N:9])=[C:2]([Cl:1])[CH:3]=3)[CH:11]=[N:12][C:13]=2[CH2:18]1)=[O:20] |f:1.2,3.4|. Procedure details: To 50 mg (0.15 mmol) of 44 in 2 mL of DMF is added 58 mg (0.18 mmol) of TBTU, 15 mg (0.18 mmol) of dimethylamine hydrochloride and 0.03 mL (0.2 mmol) of iPr2NEt. The mixture is stirred for 48 h, diluted with 50 mL of EtOAc, and washed twice with 20 mL of H2O and once with 20 mL of brine. The organic phase is dried with MgSO4, filtered, concentrated, and purified twice by preparative TLC (100% EtOAc) to give 22 mg (0.06 mmol) of 46. Starting materials: S(=O)(=O)(O)C1=CC=C(C)C=C1.COC([C@@H](O)C)=O ((S)(-)-lactic acid-methylester tosylate), ClC=1C=C(C(=NC1)OC1=CC=C(C=C1)O)F (4-(5-chloro-3-fluoropyridin-2-yloxy)-phenol), C([O-])([O-])=O.[K+].[K+] (potassium carbonate). The solvent is CS(=O)C (dimethylsulfoxide), CS(=O)C (dimethylsulfoxide). Conditions: time 2 hour. The product is COC(C(C)OC1=CC=C(C=C1)OC1=NC=C(C=C1F)Cl)=O ((+)-2-[4-(5-chloro-3-fluoropyridin-2-yloxy)-phenoxy]-propionic acid methyl ester). RXN SMILES: [Cl:1][C:2]1[CH:3]=[C:4]([F:16])[C:5]([O:8][C:9]2[CH:14]=[CH:13][C:12]([OH:15])=[CH:11][CH:10]=2)=[N:6][CH:7]=1.C(=O)([O-])[O-].[K+].[K+].S(C1C=CC(C)=CC=1)(O)(=O)=O.[CH3:34][O:35][C:36](=[O:40])[C@H:37]([CH3:39])O>CS(C)=O>[CH3:34][O:35][C:36](=[O:40])[CH:37]([O:15][C:12]1[CH:11]=[CH:10][C:9]([O:8][C:5]2[C:4]([F:16])=[CH:3][C:2]([Cl:1])=[CH:7][N:6]=2)=[CH:14][CH:13]=1)[CH3:39] |f:1.2.3,4.5|. Procedure: A solution of 24 g (0.1 mol) of 4-(5-chloro-3-fluoropyridin-2-yloxy)-phenol in 80 ml of dimethylsulfoxide is added dropwise to a stirred solution of 13.8 g (0.1 mol) of potassium carbonate in 50 ml of dimethylsulfoxide. When everything is added, the mixture is stirred for 2 hours at room temperature and then a solution of 25.8 g (0.1 mol) of (S)(-)-lactic acid-methylester tosylate is added dropwise over 30 minutes. The mixture is heated to 60° and stirred at that temperature for 20 hours, then p...